From a dataset of the Open Reaction Database (ORD), a public repository of structured organic reaction records. describe an organic reaction: reactants, conditions, products, and yield The product is CON=C1CN([C@@H](C1)C1=NOC(=N1)C1CCN(CC1)C(C)=O)C(=O)C1=CC=C(C=C1)C1=CC=CC=C1 ((3EZ,5S)-5-[5-(1-acetyl-4-piperidinyl)-1,2,4-oxadiazol-3-yl]-1-([1,1′-biphenyl]-4-ylcarbonyl)-3-pyrrolidinone O-methyloxime). RXN SMILES: [C:1]1([C:21]2[CH:26]=[CH:25][CH:24]=[CH:23][CH:22]=2)[CH:6]=[CH:5][C:4]([C:7]([N:9]2[CH2:13][C:12](=[N:14][O:15][CH3:16])[CH2:11][C@H:10]2[C:17](=[N:19][OH:20])[NH2:18])=[O:8])=[CH:3][CH:2]=1.[C:27]([N:30]1[CH2:35][CH2:34][CH:33]([C:36](O)=O)[CH2:32][CH2:31]1)(=[O:29])[CH3:28]>>[CH3:16][O:15][N:14]=[C:12]1[CH2:11][C@@H:10]([C:17]2[N:18]=[C:36]([CH:33]3[CH2:34][CH2:35][N:30]([C:27](=[O:29])[CH3:28])[CH2:31][CH2:32]3)[O:20][N:19]=2)[N:9]([C:7]([C:4]2[CH:3]=[CH:2][C:1]([C:21]3[CH:26]=[CH:25][CH:24]=[CH:23][CH:22]=3)=[CH:6][CH:5]=2)=[O:8])[CH2:13]1. Procedure: Following the general method as outlined in Example 15, starting from (2S,4EZ)-1-([1,1′-biphenyl]-4-ylcarbonyl)-N′-hydroxy-4-(methoxyimino)-2-pyrrolidinecarboximidamide (Intermediate 8) and 1-acetyl-4-piperidinecarboxylic acid, the title compound was obtained in 87% purity by HPLC. MS(ESI+): m/z=488.4. Reactants: C1(=CC=C(C=C1)C(=O)N1[C@@H](CC(C1)=NOC)C(N)=NO)C1=CC=CC=C1 ((2S,4EZ)-1-([1,1′-biphenyl]-4-ylcarbonyl)-N′-hydroxy-4-(methoxyimino)-2-pyrrolidinecarboximidamide), C1(=CC=C(C=C1)C(=O)N1[C@@H](CC(C1)=NOC)C(N)=NO)C1=CC=CC=C1 ((2S,4EZ)-1-([1,1′-biphenyl]-4-ylcarbonyl)-N′-hydroxy-4-(methoxyimino)-2-pyrrolidinecarboximidamide), C(C)(=O)N1CCC(CC1)C(=O)O (1-acetyl-4-piperidinecarboxylic acid).